From a dataset of the Open Reaction Database (ORD), a public repository of structured organic reaction records. describe an organic reaction: reactants, conditions, products, and yield Starting materials: COC(=O)C(=O)c1ccc(OCCOc2ccc3ccccc3c2)cc1, CN(C)N, CO, CC(=O)O, C1CCOC1. Yields the product COC(=O)C(=NN(C)C)c1ccc(OCCOc2ccc3ccccc3c2)cc1. Reaction SMILES: [CH3:1][O:2][C:3]([C:4]([c:5]1[cH:6][cH:7][c:8]([O:11][CH2:12][CH2:13][O:14][c:15]2[cH:16][c:17]3[cH:18][cH:19][cH:20][cH:21][c:22]3[cH:23][cH:24]2)[cH:9][cH:10]1)=[O:25])=[O:26].[CH3:27][N:28]([CH3:29])[NH2:30].[CH3:31][OH:32].[CH3:38][C:39](=[O:40])[OH:41].[O:33]1[CH2:34][CH2:35][CH2:36][CH2:37]1>>[CH3:1][O:2][C:3]([C:4]([c:5]1[cH:6][cH:7][c:8]([O:11][CH2:12][CH2:13][O:14][c:15]2[cH:16][c:17]3[cH:18][cH:19][cH:20][cH:21][c:22]3[cH:23][cH:24]2)[cH:9][cH:10]1)=[N:30][N:28]([CH3:27])[CH3:29])=[O:26]. As a reaction SMILES: [C:1]([O:5][C:6]([N:8]1[CH2:13][CH2:12][CH:11]([C:14]2[O:23][C:17]3=[CH:18][N:19]=[C:20](Cl)[CH:21]=[C:16]3[CH:15]=2)[CH2:10][CH2:9]1)=[O:7])([CH3:4])([CH3:3])[CH3:2].[CH3:24][S:25]([C:28]1[CH:33]=[CH:32][C:31](B(O)O)=[CH:30][CH:29]=1)(=[O:27])=[O:26]>>[C:1]([O:5][C:6]([N:8]1[CH2:13][CH2:12][CH:11]([C:14]2[O:23][C:17]3=[CH:18][N:19]=[C:20]([C:31]4[CH:32]=[CH:33][C:28]([S:25]([CH3:24])(=[O:27])=[O:26])=[CH:29][CH:30]=4)[CH:21]=[C:16]3[CH:15]=2)[CH2:10][CH2:9]1)=[O:7])([CH3:4])([CH3:3])[CH3:2]. The product is C(C)(C)(C)OC(=O)N1CCC(CC1)C1=CC=2C(=CN=C(C2)C2=CC=C(C=C2)S(=O)(=O)C)O1 (4-[5-(4-Methanesulfonyl-phenyl)-furo[2,3-c]pyridin-2-yl]-piperidine-1-carboxylic acid tert-butyl ester). Starting materials: C(C)(C)(C)OC(=O)N1CCC(CC1)C1=CC=2C(=CN=C(C2)Cl)O1 (4-(5-chloro-furo[2,3-c]pyridin-2-yl)-piperidine-1-carboxylic acid tert-butyl ester), CS(=O)(=O)C1=CC=C(C=C1)B(O)O (4-(methanesulfonyl)phenylboronic acid), Intermediate 14. Reported procedure: The title compound is prepared from 4-(5-chloro-furo[2,3-c]pyridin-2-yl)-piperidine-1-carboxylic acid tert-butyl ester and 4-(methanesulfonyl)phenylboronic acid following a procedure analogous to that described for Intermediate 14. LC (method 2): tR=1.23 min; Mass spectrum (ESI+): m/z=457 [M+H]+. Starting materials: ClC=1C=C2C=C(NC2=CC1)C(=O)N[C@@H]1[C@@H](C[C@H](CC1)C(=O)OCC)NC(=O)C=1SC=2CN(CCC2N1)C (Ethyl (1S,3R,4S)-4-{[(5-chloroindol-2-yl)carbonyl]amino}-3-{[(5-methyl-4,5,6,7-tetrahydrothiazolo[5,4-c]pyridin-2-yl)carbonyl]amino}cyclohexanecarboxylate), Cl (hydrochloric acid), C(C)O (ethanol), aqueous solution, [OH-].[Na+] (sodium hydroxide). Solvent: O1CCCC1 (tetrahydrofuran). Conditions: time 12 hour. Product: ClC=1C=C2C=C(NC2=CC1)C(=O)N[C@@H]1[C@@H](C[C@H](CC1)C(=O)O)NC(=O)C=1SC=2CN(CCC2N1)C ((1S,3R,4S)-4-{[(5-Chloroindol-2-yl)carbonyl]amino}-3-{[(5-methyl-4,5,6,7-tetrahydrothiazolo[5,4-c]pyridin-2-yl)carbonyl]amino}cyclohexanecarboxylic acid). Yield: 78.4%. As a reaction SMILES: [Cl:1][C:2]1[CH:3]=[C:4]2[C:8](=[CH:9][CH:10]=1)[NH:7][C:6]([C:11]([NH:13][C@H:14]1[CH2:19][CH2:18][C@H:17]([C:20]([O:22]CC)=[O:21])[CH2:16][C@H:15]1[NH:25][C:26]([C:28]1[S:29][C:30]3[CH2:31][N:32]([CH3:37])[CH2:33][CH2:34][C:35]=3[N:36]=1)=[O:27])=[O:12])=[CH:5]2.C(O)C.[OH-].[Na+].Cl>O1CCCC1>[Cl:1][C:2]1[CH:3]=[C:4]2[C:8](=[CH:9][CH:10]=1)[NH:7][C:6]([C:11]([NH:13][C@H:14]1[CH2:19][CH2:18][C@H:17]([C:20]([OH:22])=[O:21])[CH2:16][C@H:15]1[NH:25][C:26]([C:28]1[S:29][C:30]3[CH2:31][N:32]([CH3:37])[CH2:33][CH2:34][C:35]=3[N:36]=1)=[O:27])=[O:12])=[CH:5]2 |f:2.3|. Reported procedure: The compound (1.6 g) obtained in Example 50 was suspended in a mixed solvent of ethanol (20 ml) and tetrahydrofuran (15 ml), and a 1N aqueous solution (5.9 ml) of sodium hydroxide was added at room temperature to stir the mixture for 12 hours at the same temperature. After adding 1N hydrochloric acid (5.9 ml), the solvent was distilled off under reduced pressure, and the residue was washed with water and diethyl ether to obtain the title compound (1.19 g). Starting materials: COC1=CC=C(C=C1)C(CCN1CCCCC1)NC(=O)CC1=NC2=CC=CC=C2C=C1 (N-[1-(4-methoxyphenyl)-3-piperidinopropyl]quinaldinamide), O.O.C(C(=O)O)(=O)O (oxalic acid dihydrate). The product is C(C(=O)O)(=O)O.COC1=CC=C(C=C1)C(CCN1CCCCC1)NC(=O)CC1=NC2=CC=CC=C2C=C1 (N-[1-(4-methoxyphenyl)-3-piperidinopropyl]quinaldinamide oxalate). Yield: 68.0%. RXN SMILES: [CH3:1][O:2][C:3]1[CH:8]=[CH:7][C:6]([CH:9]([NH:18][C:19]([CH2:21][C:22]2[CH:31]=[CH:30][C:29]3[C:24](=[CH:25][CH:26]=[CH:27][CH:28]=3)[N:23]=2)=[O:20])[CH2:10][CH2:11][N:12]2[CH2:17][CH2:16][CH2:15][CH2:14][CH2:13]2)=[CH:5][CH:4]=1.O.O.[C:34]([OH:39])(=[O:38])[C:35]([OH:37])=[O:36]>>[C:34]([OH:39])(=[O:38])[C:35]([OH:37])=[O:36].[CH3:1][O:2][C:3]1[CH:4]=[CH:5][C:6]([CH:9]([NH:18][C:19]([CH2:21][C:22]2[CH:31]=[CH:30][C:29]3[C:24](=[CH:25][CH:26]=[CH:27][CH:28]=3)[N:23]=2)=[O:20])[CH2:10][CH2:11][N:12]2[CH2:17][CH2:16][CH2:15][CH2:14][CH2:13]2)=[CH:7][CH:8]=1 |f:1.2.3,4.5|. Reported procedure: The procedure of Example 7 was repeated using 1.03 g (2.56 mmol.) of N-[1-(4-methoxyphenyl)-3-piperidinopropyl]quinaldinamide and 323 mg (2.56 mmol.) of oxalic acid dihydrate, to obtain 884 mg (yield: 70%) of the subject compound as a white powdery product upon recrystallization from 8 ml of ethanol. The reactants are [OH-].C[N+](CC1=CC=CC=C1)(C)C (N,N,N-Trimethyl-1-phenylmethanaminium hydroxide), C(C)C=1SC=C(N1)C(=O)N1CCOC2(C1)CCN(CC2)CCC2=CC=C(C=C2)CCO ((2-Ethylthiazol-4-yl)(9-(4-(2-hydroxyethyl)phenethyl)-1-oxa-4,9-diazaspiro[5.5]undecan-4-yl)methanone), C(C=C)(=O)OC(C)(C)C (tert-butyl acrylate). Run in C(C)#N (acetonitrile). Reaction conditions: time 4 hour. Yields the product C(C)C=1SC=C(N1)C(=O)N1CCOC2(C1)CCN(CC2)CCC2=CC=C(CCOCCC(=O)OC(C)(C)C)C=C2 (tert-Butyl 3-(4-(2-(4-(2-ethylthiazole-4-carbonyl)-1-oxa-4,9-diazaspiro[5.5]undecan-9-yl)ethyl)phenethoxy)propanoate). Reaction SMILES: [OH-].C[N+](C)(C)CC1C=CC=CC=1.[CH2:13]([C:15]1[S:16][CH:17]=[C:18]([C:20]([N:22]2[CH2:27][C:26]3([CH2:32][CH2:31][N:30]([CH2:33][CH2:34][C:35]4[CH:40]=[CH:39][C:38]([CH2:41][CH2:42][OH:43])=[CH:37][CH:36]=4)[CH2:29][CH2:28]3)[O:25][CH2:24][CH2:23]2)=[O:21])[N:19]=1)[CH3:14].[C:44]([O:48][C:49]([CH3:52])([CH3:51])[CH3:50])(=[O:47])[CH:45]=[CH2:46]>C(#N)C>[CH2:13]([C:15]1[S:16][CH:17]=[C:18]([C:20]([N:22]2[CH2:27][C:26]3([CH2:32][CH2:31][N:30]([CH2:33][CH2:34][C:35]4[CH:36]=[CH:37][C:38]([CH2:41][CH2:42][O:43][CH2:46][CH2:45][C:44]([O:48][C:49]([CH3:52])([CH3:51])[CH3:50])=[O:47])=[CH:39][CH:40]=4)[CH2:29][CH2:28]3)[O:25][CH2:24][CH2:23]2)=[O:21])[N:19]=1)[CH3:14] |f:0.1|. Procedure details: N,N,N-Trimethyl-1-phenylmethanaminium hydroxide (40% in water, 0.51 mL) was added to a solution of (2-ethylthiazol-4-yl)(9-(4-(2-hydroxyethyl)phenethyl)-1-oxa-4,9-diazaspiro[5.5]undecan-4-yl)methanone [Example 3, step c] (1.9 g) and tert-butyl acrylate (1.32 mL) in acetonitrile (1.5 mL) and the mixture stirred at ambient temperature for 4 hours. The mixture was concentrated in vacuo and the crude product purified by flash silica chromatography, elution gradient 50 to 75% ethyl acetate in isohexa... The reactants are C(=O)(O)CCCSC1CC2C(N(C(N2CCC)=O)N=CC(O)C2CCCCC2)C1 (5-(3-Carboxypropylthio)-1-(2-cyclohexyl-2-hydroxyethylideneamino)-3-propylhexahydrocyclopenta[d]imidazol-2(1H)-one), C(#N)[BH3-].[Na+] (sodium cyanoborohydride). Procedure details: The compound (0.5 g) of Example 2 was dissolved in a mixture of methanol (5 ml) and acetic acid (5 ml) at 15° C. and to the stirred solution was added sodium cyanoborohydride (0.15 g). After one hour, the solution was concentrated in vacuo, water (20 ml) and chloroform (20 ml) were added and the organic phase separated and dried over anhy. sodium sulphate. Filtration and concentration of the filtrate in vacuo gave the desired produced (0.49 g). Conditions: time 1 hour. Run in CO (methanol), C(C)(=O)O (acetic acid). As a reaction SMILES: [C:1]([CH2:4][CH2:5][CH2:6][S:7][CH:8]1[CH2:29][CH:11]2[N:12]([N:19]=[CH:20][CH:21]([CH:23]3[CH2:28][CH2:27][CH2:26][CH2:25][CH2:24]3)[OH:22])[C:13](=[O:18])[N:14]([CH2:15][CH2:16][CH3:17])[CH:10]2[CH2:9]1)([OH:3])=[O:2].C([BH3-])#N.[Na+]>CO.C(O)(=O)C>[C:1]([CH2:4][CH2:5][CH2:6][S:7][CH:8]1[CH2:29][CH:11]2[N:12]([NH:19][CH2:20][CH:21]([CH:23]3[CH2:28][CH2:27][CH2:26][CH2:25][CH2:24]3)[OH:22])[C:13](=[O:18])[N:14]([CH2:15][CH2:16][CH3:17])[CH:10]2[CH2:9]1)([OH:3])=[O:2] |f:1.2|. Product: C(=O)(O)CCCSC1CC2C(N(C(N2CCC)=O)NCC(O)C2CCCCC2)C1 (5-(3-Carboxypropylthio)-1-(2-cyclohexyl-2-hydroxyethylamino)-3-propylhexahydrocyclopenta[d]imidazol-2(1H)-one). Reactants: FC=1C=C(C=CC1C)N1C(C=2C(C1=O)=CC=CC2)=O (N-(3-fluoro-4-methylphenyl)phthalimide), BrN1C(CCC1=O)=O (N-bromosuccinimide), N(=NC(C#N)(C)C)C(C#N)(C)C (α,α′-azobis(isobutyronitrile)). Solvent: C(Cl)(Cl)(Cl)Cl (carbon tetrachloride). The product is BrCC1=C(C=C(C=C1)N1C(C=2C(C1=O)=CC=CC2)=O)F (N-(4-bromomethyl-3-fluorophenyl)phthalimide). The yield is 46.2%. Reaction SMILES: [F:1][C:2]1[CH:3]=[C:4]([N:9]2[C:13](=[O:14])[C:12]3=[CH:15][CH:16]=[CH:17][CH:18]=[C:11]3[C:10]2=[O:19])[CH:5]=[CH:6][C:7]=1[CH3:8].[Br:20]N1C(=O)CCC1=O.N(C(C)(C)C#N)=NC(C)(C)C#N>C(Cl)(Cl)(Cl)Cl>[Br:20][CH2:8][C:7]1[CH:6]=[CH:5][C:4]([N:9]2[C:10](=[O:19])[C:11]3=[CH:18][CH:17]=[CH:16][CH:15]=[C:12]3[C:13]2=[O:14])=[CH:3][C:2]=1[F:1]. Reported procedure: A mixture of the compound (1.0 g) obtained in Example 248, N-bromosuccinimide (698 mg), α,α′-azobis(isobutyronitrile) (catalytic amount) and carbon tetrachloride (20 ml) was heated under reflux for 16 h. The reaction mixture was concentrated under reduced pressure and the resulting residue was purified by silica gel column chromatography (eluent, n-hexane:ethyl acetate=8:2) to give 605 mg of the titled compound (yield, 46%).